Task: describe an organic reaction: reactants, conditions, products, and yield. Dataset: the Open Reaction Database (ORD), a public repository of structured organic reaction records Reactants: O=c1c2cc(F)c(N3CCCC3)nc2n(C2CC2)c(=O)n1OCc1ccccc1, CO, [H][H]. Product: O=c1c2cc(F)c(N3CCCC3)nc2n(C2CC2)c(=O)n1O. RXN SMILES: [CH2:1]([c:2]1[cH:3][cH:4][cH:5][cH:6][cH:7]1)[O:8][n:9]1[c:10](=[O:29])[n:11]([CH:26]2[CH2:27][CH2:28]2)[c:12]2[c:13]([c:14]1=[O:15])[cH:16][c:17]([F:25])[c:18]([N:20]1[CH2:21][CH2:22][CH2:23][CH2:24]1)[n:19]2.[CH3:30][OH:31].[H:32][H:33]>>[OH:8][n:9]1[c:10](=[O:29])[n:11]([CH:26]2[CH2:27][CH2:28]2)[c:12]2[c:13]([c:14]1=[O:15])[cH:16][c:17]([F:25])[c:18]([N:20]1[CH2:21][CH2:22][CH2:23][CH2:24]1)[n:19]2. Starting materials: C(C)(=O)OCC (ethyl acetate), ClC1=NC(=CC(=N1)C(=O)OC)C (2-chloro-4-carbomethoxy-6-methylpyrimidine), BrC1=C(N)C=CC(=C1)C(C)C (2-bromo-4-(2-propyl)aniline). The solvent is hexanes, O1CCOCC1 (dioxane). The product is BrC1=C(C=CC(=C1)C(C)C)NC1=NC(=CC(=N1)C(=O)OC)C (2-(N-(2-bromo-4-(2-propyl)phenyl)amino)-4-carbomethoxy-6-methylpyrimidine). Reaction SMILES: Cl[C:2]1[N:7]=[C:6]([C:8]([O:10][CH3:11])=[O:9])[CH:5]=[C:4]([CH3:12])[N:3]=1.[Br:13][C:14]1[CH:20]=[C:19]([CH:21]([CH3:23])[CH3:22])[CH:18]=[CH:17][C:15]=1[NH2:16].C(OCC)(=O)C>O1CCOCC1>[Br:13][C:14]1[CH:20]=[C:19]([CH:21]([CH3:22])[CH3:23])[CH:18]=[CH:17][C:15]=1[NH:16][C:2]1[N:7]=[C:6]([C:8]([O:10][CH3:11])=[O:9])[CH:5]=[C:4]([CH3:12])[N:3]=1. Procedure details: A mixture of 2-chloro-4-carbomethoxy-6-methylpyrimidine (47.0 g, 252 mmol) and 2-bromo-4-(2-propyl)aniline (54.0 g, 252 mmol) in dioxane (400 mL) was stirred at reflux temperature for 20 h under a nitrogen atmosphere. The reaction mixture was cooled to ambient temperature and concentrated on a rotary evaporator. The residue was treated with a saturated sodium bicarbonate solution and extracted three times with ethyl acetate. The combined organic layers were dried over magnesium sulfate and filte... Reactants: BrC=1C=C(C=O)C=C(C1O)OCC (3-bromo-5-ethoxy-4-hydroxy benzaldehyde), COC(=O)C1=C(OC=C1)CBr (2-bromomethyl-furan-3-carboxylic acid methyl ester). Yields the product COC(=O)C1=C(OC=C1)COC1=C(C=C(C=C1OCC)C=O)Br (2-(2-Bromo-6-ethoxy-4-formyl-phenoxymethyl)-furan-3-carboxylic acid methyl ester). As a reaction SMILES: [Br:1][C:2]1[CH:3]=[C:4]([CH:7]=[C:8]([O:11][CH2:12][CH3:13])[C:9]=1[OH:10])[CH:5]=[O:6].[CH3:14][O:15][C:16]([C:18]1[CH:22]=[CH:21][O:20][C:19]=1[CH2:23]Br)=[O:17]>>[CH3:14][O:15][C:16]([C:18]1[CH:22]=[CH:21][O:20][C:19]=1[CH2:23][O:10][C:9]1[C:8]([O:11][CH2:12][CH3:13])=[CH:7][C:4]([CH:5]=[O:6])=[CH:3][C:2]=1[Br:1])=[O:17]. Procedure details: Alkylation of 3-bromo-5-ethoxy-4-hydroxy benzaldehyde (123 mg) with 2-bromomethyl-furan-3-carboxylic acid methyl ester (109 mg) was performed according to the method described in example 1a. Yield: 191 mg. MS-ESI: [M+H]+=383/385 Starting materials: C1(=CC=CC=C1)[C@@H]1N(S(OC1)(=O)=O)C(=O)OC(C)(C)C (tert-Butyl (45)-4-phenyl-1,2,3-oxathiazolidine-3-carboxylate 2,2-dioxide), CNS(=O)(=O)C1=CC=C(C=C1)[N+](=O)[O-] (N-methyl-4-nitrobenzenesulfonamide), C(=O)([O-])[O-].[Cs+].[Cs+] (Cs2CO3). The solvent is CC#N (CH3CN). Run at time 8 hour. Yields the product CN(C[C@H](C1=CC=CC=C1)NC(OC(C)(C)C)=O)S(=O)(=O)C1=CC=C(C=C1)[N+](=O)[O-] (tert-Butyl ((1S)-2-{methyl[(4-nitrophenyl)sulfonyl]amino}-1-phenylethyl)carbamate). Isolated yield 77.0%. As a reaction SMILES: [C:1]1([C@H:7]2[CH2:11]OS(=O)(=O)[N:8]2[C:14]([O:16][C:17]([CH3:20])([CH3:19])[CH3:18])=[O:15])[CH:6]=[CH:5][CH:4]=[CH:3][CH:2]=1.[CH3:21][NH:22][S:23]([C:26]1[CH:31]=[CH:30][C:29]([N+:32]([O-:34])=[O:33])=[CH:28][CH:27]=1)(=[O:25])=[O:24].C([O-])([O-])=O.[Cs+].[Cs+]>CC#N>[CH3:21][N:22]([S:23]([C:26]1[CH:27]=[CH:28][C:29]([N+:32]([O-:34])=[O:33])=[CH:30][CH:31]=1)(=[O:25])=[O:24])[CH2:11][C@@H:7]([NH:8][C:14](=[O:15])[O:16][C:17]([CH3:18])([CH3:19])[CH3:20])[C:1]1[CH:2]=[CH:3][CH:4]=[CH:5][CH:6]=1 |f:2.3.4|. Procedure details: tert-Butyl (45)-4-phenyl-1,2,3-oxathiazolidine-3-carboxylate 2,2-dioxide (1 g; 3.34 mmol), N-methyl-4-nitrobenzenesulfonamide (722 mg; 3.34 mmol), and Cs2CO3 (0.40 ml; 5.01 mmol) were dissolved in CH3CN (25 ml), and stirred overnight. The reaction mixture was filtered, washed with H2O (50 ml), and dried under vacuum to provide the desired intermediate (1.12 g; 77%). Reactants: NC=1C(=NC=C(C1)Br)Cl (3-amino-5-bromo-2-chloropyridine), FC1=CC=C(C=C1)S(=O)(=O)Cl (4-fluorobenzenesulfonyl chloride). Run in N1=CC=CC=C1 (pyridine). Product: FC1=CC=C(C=C1)S(=O)(=O)N(S(=O)(=O)C1=CC=C(C=C1)F)C=1C(=NC=C(C1)Br)Cl (3-[N,N-Bis(4-fluorophenylsulfonyl)amino]-5-bromo-2-chloropyridine). Isolated yield 85.8%. As a reaction SMILES: [NH2:1][C:2]1[C:3]([Cl:9])=[N:4][CH:5]=[C:6]([Br:8])[CH:7]=1.[F:10][C:11]1[CH:16]=[CH:15][C:14]([S:17](Cl)(=[O:19])=[O:18])=[CH:13][CH:12]=1>N1C=CC=CC=1>[F:10][C:11]1[CH:16]=[CH:15][C:14]([S:17]([N:1]([C:2]2[C:3]([Cl:9])=[N:4][CH:5]=[C:6]([Br:8])[CH:7]=2)[S:17]([C:14]2[CH:15]=[CH:16][C:11]([F:10])=[CH:12][CH:13]=2)(=[O:19])=[O:18])(=[O:19])=[O:18])=[CH:13][CH:12]=1. Procedure: A solution of 3-amino-5-bromo-2-chloropyridine (0.94 g, 4.5 mmol) (Oakwood Products, Inc., West Columbia, S.C.) and 4-fluorobenzenesulfonyl chloride (Aldrich, St. Louis, Mo.) (1.73 g, 8.9 mmol) in pyridine (20 mL) was heated in a microwave tube at 100° C. for 15 minutes. The mixture was concentrated in vacuo and the residue was washed with EtOAc containing small amount of MeOH to give the desired product as a white solid (2.0 g).